Dataset: the Open Reaction Database (ORD), a public repository of structured organic reaction records. Task: describe an organic reaction: reactants, conditions, products, and yield The reactants are C=O, ClCCl, CO, NS(=O)(=O)c1cc(-c2nnn[nH]2)c(NCc2cccs2)cc1Cl, CN(C)C=O. Product: COCn1nnnc1-c1cc(S(N)(=O)=O)c(Cl)cc1NCc1cccs1. RXN SMILES: [CH2:24]=[O:25].[CH2:33]([Cl:34])[Cl:35].[CH3:26][OH:27].[NH2:1][S:2](=[O:3])(=[O:4])[c:5]1[cH:6][c:7](-[c:19]2[n:20][n:21][n:22][nH:23]2)[c:8]([NH:9][CH2:10][c:11]2[cH:12][cH:13][cH:14][s:15]2)[cH:16][c:17]1[Cl:18].[O:28]=[CH:29][N:30]([CH3:31])[CH3:32]>>[NH2:1][S:2](=[O:3])(=[O:4])[c:5]1[cH:6][c:7](-[c:19]2[n:20]([CH2:24][O:28][CH3:29])[n:21][n:22][n:23]2)[c:8]([NH:9][CH2:10][c:11]2[cH:12][cH:13][cH:14][s:15]2)[cH:16][c:17]1[Cl:18]. Starting materials: NC=1C(=CC(=C(C1)O)Cl)F (5-amino-2-chloro-4-fluorophenol), C([O-])([O-])=O.[K+].[K+] (potassium carbonate), ClC1=NC=CC=N1 (2-chloropyrimidine), CS(=O)C (dimethylsulfoxide). The solvent is CC(CC)=O (butan-2-one). Product: NC=1C(=CC(=C(OC2=NC=CC=N2)C1)Cl)F (2-(5-Amino-2-chloro-4-fluorophenoxy)pyrimidine). The yield is 75.5%. Reaction SMILES: [NH2:1][C:2]1[C:3]([F:10])=[CH:4][C:5]([Cl:9])=[C:6]([OH:8])[CH:7]=1.C(=O)([O-])[O-].[K+].[K+].Cl[C:18]1[N:23]=[CH:22][CH:21]=[CH:20][N:19]=1.CS(C)=O>CC(=O)CC>[NH2:1][C:2]1[C:3]([F:10])=[CH:4][C:5]([Cl:9])=[C:6]([CH:7]=1)[O:8][C:18]1[N:23]=[CH:22][CH:21]=[CH:20][N:19]=1 |f:1.2.3|. Reported procedure: A mixture of 5-amino-2-chloro-4-fluorophenol (3.57 g), potassium carbonate (3.04 g), and 2-chloropyrimidine (3.20 g) suspended in butan-2-one (100 ml) and dimethylsulfoxide (10 ml) was heated at reflux overnight. The solution was processed and chromatographed on silica gel eluting with ethyl acetate:hexane, 1:2, to yield yellow crystals (4.0 g). 1H NMR (acetone-d6, TMS): 4.75(2H, brs), 6.78(1H, d, J=8.4 Hz), 7.09(1H, d, J=10.6 Hz), 7.15(1H, t, J=4.8 Hz), 8.56(2H, d, J=4.8 Hz).